Dataset: the Open Reaction Database (ORD), a public repository of structured organic reaction records. Task: describe an organic reaction: reactants, conditions, products, and yield Starting materials: CO, COC(=O)c1cc(-c2ccnn2C)c(Cl)s1, Cl, [Na+], C1CCOC1, [OH-]. As a reaction SMILES: [CH3:25][OH:26].[Cl:1][c:2]1[c:3](-[c:11]2[cH:12][cH:13][n:14][n:15]2[CH3:16])[cH:4][c:5]([C:7](=[O:8])[O:9][CH3:10])[s:6]1.[ClH:19].[Na+:18].[O:20]1[CH2:21][CH2:22][CH2:23][CH2:24]1.[OH-:17]>>[Cl:1][c:2]1[c:3](-[c:11]2[cH:12][cH:13][n:14][n:15]2[CH3:16])[cH:4][c:5]([C:7](=[O:8])[OH:9])[s:6]1. Product: Cn1nccc1-c1cc(C(=O)O)sc1Cl. Starting materials: CC(C)(C)P(c1ccccc1-c1ccccc1)C(C)(C)C, CC(C)(C)[O-], Cc1ccccc1, CC1(C)CNC(=O)c2sc(-c3ccnc(Cl)c3)nc2C1, CNC(=O)c1ccc(N)cc1, [Na+], CC(=O)[O-], CC(=O)[O-], C1COCCO1, [Pd+2]. Product: CNC(=O)c1ccc(Nc2cc(-c3nc4c(s3)C(=O)NCC(C)(C)C4)ccn2)cc1. As a reaction SMILES: [C:38]([P:39]([C:40]([CH3:41])([CH3:42])[CH3:43])[c:44]1[cH:45][cH:46][cH:47][cH:48][c:49]1-[c:50]1[cH:51][cH:52][cH:53][cH:54][cH:55]1)([CH3:56])([CH3:57])[CH3:58].[CH3:32][C:33]([CH3:34])([O-:35])[CH3:36].[CH3:59][c:60]1[cH:61][cH:62][cH:63][cH:64][cH:65]1.[Cl:1][c:2]1[n:3][cH:4][cH:5][c:6](-[c:8]2[s:9][c:10]3[c:16]([n:17]2)[CH2:15][C:14]([CH3:18])([CH3:19])[CH2:13][NH:12][C:11]3=[O:20])[cH:7]1.[NH2:21][c:22]1[cH:23][cH:24][c:25]([C:26](=[O:27])[NH:28][CH3:29])[cH:30][cH:31]1.[Na+:37].[O-:67][C:68]([CH3:69])=[O:70].[O-:71][C:72]([CH3:73])=[O:74].[O:75]1[CH2:76][CH2:77][O:78][CH2:79][CH2:80]1.[Pd+2:66]>>[c:2]1([NH:21][c:22]2[cH:23][cH:24][c:25]([C:26](=[O:27])[NH:28][CH3:29])[cH:30][cH:31]2)[n:3][cH:4][cH:5][c:6](-[c:8]2[s:9][c:10]3[c:16]([n:17]2)[CH2:15][C:14]([CH3:18])([CH3:19])[CH2:13][NH:12][C:11]3=[O:20])[cH:7]1. Starting materials: CCO, O=[N+]([O-])c1cnc(Cl)nc1Cl, [K+], N#C[S-]. Yields the product N#CSc1nc(Cl)ncc1[N+](=O)[O-]. Reaction SMILES: [CH3:16][CH2:17][OH:18].[Cl:5][c:6]1[n:7][cH:8][c:9]([N+:13](=[O:14])[O-:15])[c:10]([Cl:12])[n:11]1.[K+:1].[S-:2][C:3]#[N:4]>>[S:2]([C:3]#[N:4])[c:10]1[c:9]([N+:13](=[O:14])[O-:15])[cH:8][n:7][c:6]([Cl:5])[n:11]1. Product: CC(=O)N1CCOc2ccc(C3=NNC(=O)CC3C)cc21. The reactants are CC(=O)Cl, CC1CC(=O)NN=C1c1ccc2c(c1)NCCO2, C1CCOC1. Reaction SMILES: [CH3:19][C:20]([Cl:21])=[O:22].[O:1]1[CH2:2][CH2:3][NH:4][c:5]2[c:6]1[cH:7][cH:8][c:9]([C:11]1=[N:16][NH:15][C:14](=[O:17])[CH2:13][CH:12]1[CH3:18])[cH:10]2.[O:23]1[CH2:24][CH2:25][CH2:26][CH2:27]1>>[O:1]1[CH2:2][CH2:3][N:4]([C:20]([CH3:19])=[O:22])[c:5]2[c:6]1[cH:7][cH:8][c:9]([C:11]1=[N:16][NH:15][C:14](=[O:17])[CH2:13][CH:12]1[CH3:18])[cH:10]2. Starting materials: CN1CCC(CC1)C1=CNC2=CC=C(C=C12)B(O)O (3-(1-methylpiperidin-4-yl)-1H-indole-5-boronic acid), BrC=1C=NC=CC1 (3-bromopyridine), ClCCl (dichloromethane), C([O-])([O-])=O.[Na+].[Na+] (sodium carbonate). Run in O1CCCC1 (tetrahydrofuran), C(C)(=O)OCC (ethyl acetate), [OH-].[Na+] (sodium hydroxide). Reaction conditions: time 8 hour. Product: N1=CC(=CC=C1)C=1C=C2C(=CNC2=CC1)C1CCN(CC1)C (5-(Pyrid-3-yl)-3-(1-Methylpiperidin-4-yl)-1H-Indole). Yield: 52.9%. As a reaction SMILES: [CH3:1][N:2]1[CH2:7][CH2:6][CH:5]([C:8]2[C:16]3[C:11](=[CH:12][CH:13]=[C:14](B(O)O)[CH:15]=3)[NH:10][CH:9]=2)[CH2:4][CH2:3]1.Br[C:21]1[CH:22]=[N:23][CH:24]=[CH:25][CH:26]=1.ClCCl.C(=O)([O-])[O-].[Na+].[Na+]>O1CCCC1.C(OCC)(=O)C.[OH-].[Na+]>[N:23]1[CH:24]=[CH:25][CH:26]=[C:21]([C:14]2[CH:15]=[C:16]3[C:11](=[CH:12][CH:13]=2)[NH:10][CH:9]=[C:8]3[CH:5]2[CH2:6][CH2:7][N:2]([CH3:1])[CH2:3][CH2:4]2)[CH:22]=1 |f:3.4.5,8.9|. Reported procedure: A mixture of 3-(1-methylpiperidin-4-yl)-1H-indole-5-boronic acid (0.200g, 0.78 mmol), 3-bromopyridine (0.117 g, 0.74 mmol), 1,1′-[bis(diphenylphosphino)ferrocene]-dichloropalladium(II) complex with dichloromethane (Pd(dppf)Cl2.CH2Cl2) (0.03 g, 0.37 mmol), and 2M aqueous sodium carbonate solution (2 mL) in 7 mL of tetrahydrofuran was heated at reflux, with stirring, overnight. The mixture was allowed to cool to room temperature, diluted with ethyl acetate and 2N aqueous sodium hydroxide solution,...